From a dataset of the Open Reaction Database (ORD), a public repository of structured organic reaction records. describe an organic reaction: reactants, conditions, products, and yield Reactants: COC1=CC=C(CN(C2=NC(=NC(=N2)C=2C(=NC=C(C2)C(=O)N2CCOCC2)NC=2C=NC(=CC2)OC)C)CC2=CC=C(C=C2)OC)C=C1 (N,N-bis(4-methoxybenzyl)-4-(2-((6-methoxy-3-pyridinyl)amino)-5-(4-morpholinylcarbonyl)-3-pyridinyl)-6-methyl-1,3,5-triazin-2-amine), OS(=O)(=O)C(F)(F)F (triflic acid). The solvent is C(=O)(C(F)(F)F)O (TFA). Run at temperature 80 celsius. Yields the product COC1=CC=C(C=N1)NC1=NC=C(C=C1C1=NC(=NC(=N1)C)N)C(=O)N1CCOCC1 (4-(2-((6-methoxy-3-pyridinyl)amino)-5-(4-morpholinylcarbonyl)-3-pyridinyl)-6-methyl-1,3,5-triazin-2-amine). Yield: 68.9%. Reaction SMILES: COC1C=CC(C[N:8](CC2C=CC(OC)=CC=2)[C:9]2[N:14]=[C:13]([C:15]3[C:16]([NH:29][C:30]4[CH:31]=[N:32][C:33]([O:36][CH3:37])=[CH:34][CH:35]=4)=[N:17][CH:18]=[C:19]([C:21]([N:23]4[CH2:28][CH2:27][O:26][CH2:25][CH2:24]4)=[O:22])[CH:20]=3)[N:12]=[C:11]([CH3:38])[N:10]=2)=CC=1.OS(C(F)(F)F)(=O)=O>C(O)(C(F)(F)F)=O>[CH3:37][O:36][C:33]1[N:32]=[CH:31][C:30]([NH:29][C:16]2[C:15]([C:13]3[N:12]=[C:11]([CH3:38])[N:10]=[C:9]([NH2:8])[N:14]=3)=[CH:20][C:19]([C:21]([N:23]3[CH2:24][CH2:25][O:26][CH2:27][CH2:28]3)=[O:22])=[CH:18][N:17]=2)=[CH:35][CH:34]=1. Procedure details: A solution of N,N-bis(4-methoxybenzyl)-4-(2-((6-methoxy-3-pyridinyl)amino)-5-(4-morpholinylcarbonyl)-3-pyridinyl)-6-methyl-1,3,5-triazin-2-amine (0.128 g, 0.193 mmol) in TFA (2.00 mL) at ambient temperature was treated with triflic acid (0.051 mL, 0.579 mmol) and heated for 4 h at 80° C. The reaction mixture was concentrated, but not to dryness. A few ice cubes were added and saturated NaHCO3 (aq.) was added until pH was about 7. The solid was collected by filtration, washed with water and CH2Cl... Procedure details: In accordance with the above procedure, but where, in place of 3,4-dimethyl-2-pentenoyl chloride, there is utilized benzoyl chloride, trimethoxybenzoyl chloride or cinnamoyl chloride there is obtained the corresponding 3-ester or 3,15-diester. Similarly, but where, in place of bruceolide, there is utilized brusatol and as an acid chloride there is utilized succinoyl chloride, glutaroyl chloride and acetyl chloride, there is obtained 3,3-bisbrusatolyl succinate, 3,3-bisbrusatolyl glutarate and 3,... As a reaction SMILES: CC1[C@@H]2C[C@H]3[O:20][C:18](=[O:19])[C@H:17](O)[C@@H:16]4[C@@]53C[O:22][C@:15]4([C:24]([O:26]C)=[O:25])[C@@H:14]([OH:28])[C@H:13](O)[C@@H]5[C@@]2(C)CC(=O)C=1O.CC1[C@@H]2C[C@H]3[O:51][C:49](=[O:50])[C@H:48](OC(C=C(C)C)=O)[C@@H:47]4[C@@]53CO[C@@:46]4([C:61]([O:63]C)=[O:62])[C@@H](O)[C@H](O)[C@@H]5[C@@]2(C)CC(=[O:36])C=1O.C(Cl)(=O)CCC(Cl)=O.C(Cl)(=O)CCCC(Cl)=O.[C:86](Cl)(=[O:88])[CH3:87]>>[C:18]([O-:20])(=[O:19])[CH2:17][CH2:16][C:15]([O-:22])=[O:36].[C:61]([O-:63])(=[O:62])[CH2:46][CH2:47][CH2:48][C:49]([O-:51])=[O:50].[CH3:87][C:86]([CH2:13][C:14]([CH2:15][C:24]([OH:26])=[O:25])=[O:28])=[O:88]. Starting materials: C(C)(=O)Cl (acetyl chloride), CC1=C(C(=O)C[C@]2([C@H]1C[C@@H]3[C@]45[C@@H]2[C@H]([C@@H]([C@@]([C@@H]4[C@H](C(=O)O3)OC(=O)C=C(C)C)(OC5)C(=O)OC)O)O)C)O (brusatol), C(CCCC(=O)Cl)(=O)Cl (glutaroyl chloride), acid chloride, CC1=C(C(=O)C[C@]2([C@H]1C[C@@H]3[C@]45[C@@H]2[C@H]([C@@H]([C@]([C@@H]4[C@H](C(=O)O3)O)(OC5)C(=O)OC)O)O)C)O (bruceolide), C(CCC(=O)Cl)(=O)Cl (succinoyl chloride). Yields the product C(CCC(=O)[O-])(=O)[O-] (succinate), C(CCCC(=O)[O-])(=O)[O-] (glutarate), CC(=O)CC(=O)CC(=O)O (triacetate). The reactants are CCOC(=O)CBr, O=C([O-])[O-], [K+], [K+], CN(C)C=O, O, Sc1nnnn1-c1cccc2ccccc12. The product is CCOC(=O)CSc1nnnn1-c1cccc2ccccc12. As a reaction SMILES: [Br:17][CH2:18][C:19](=[O:20])[O:21][CH2:22][CH3:23].[C:24](=[O:25])([O-:26])[O-:27].[K+:28].[K+:29].[O:31]=[CH:32][N:33]([CH3:34])[CH3:35].[OH2:30].[c:1]1(-[n:11]2[n:12][n:13][n:14][c:15]2[SH:16])[cH:2][cH:3][cH:4][c:5]2[cH:6][cH:7][cH:8][cH:9][c:10]12>>[c:1]1(-[n:11]2[n:12][n:13][n:14][c:15]2[S:16][CH2:18][C:19](=[O:20])[O:21][CH2:22][CH3:23])[cH:2][cH:3][cH:4][c:5]2[cH:6][cH:7][cH:8][cH:9][c:10]12. Starting materials: C#CCBr, C1CCOC1, CCO, CCOCC, CC1(CO)COC2(CCCCC2)N1, [H-], [Na+]. The product is C#CCOCC1(C)COC2(CCCCC2)N1. RXN SMILES: [CH2:16]([C:17]#[CH:18])[Br:19].[CH2:23]1[O:24][CH2:25][CH2:26][CH2:27]1.[CH3:20][CH2:21][OH:22].[CH3:28][CH2:29][O:30][CH2:31][CH3:32].[CH3:3][C:4]1([CH2:14][OH:15])[CH2:5][O:6][C:7]2([NH:8]1)[CH2:9][CH2:10][CH2:11][CH2:12][CH2:13]2.[H-:1].[Na+:2]>>[CH3:3][C:4]1([CH2:14][O:15][CH2:18][C:17]#[CH:16])[CH2:5][O:6][C:7]2([NH:8]1)[CH2:9][CH2:10][CH2:11][CH2:12][CH2:13]2. The solvent is C(C)#N (acetonitrile), O (water). Conditions: time 10 minute. Product: ClC=1C=C(C[C@H]2[C@H](CC3=CC=CC=C23)NC)C=CC1Cl ((±)cis-1-(3,4-Dichlorobenzyl)-2-methylaminoindane). Reactants: ClC=1C=C(C[C@H]2[C@H](CC3=CC=CC=C23)N)C=CC1Cl ((±)cis-1-(3,4-dichlorobenzyl)-2-aminoindane), Eluent A, CCCCCC.C(C)O (hexane ethanol), C(=O)(C(F)(F)F)O (TFA), Eluent B, (+)cis-1-(3,4-dichlorobenzyl)-2-methylaminoindane hydrochloride(E1), (-)cis-1-(3,4-dichlorobenzyl)-2-methylaminoindane hydrochloride(E2), C(=O)(C(F)(F)F)O (TFA). RXN SMILES: [Cl:1][C:2]1[CH:3]=[C:4]([CH:16]=[CH:17][C:18]=1[Cl:19])[CH2:5][C@@H:6]1[C:14]2[C:9](=[CH:10][CH:11]=[CH:12][CH:13]=2)[CH2:8][C@@H:7]1[NH2:15].[CH3:20]CCCCC.C(O)C.C(O)(C(F)(F)F)=O>O.C(#N)C>[Cl:1][C:2]1[CH:3]=[C:4]([CH:16]=[CH:17][C:18]=1[Cl:19])[CH2:5][C@@H:6]1[C:14]2[C:9](=[CH:10][CH:11]=[CH:12][CH:13]=2)[CH2:8][C@@H:7]1[NH:15][CH3:20] |f:1.2|. Reported procedure: (±)cis-1-(3,4-Dichlorobenzyl)-2-methylaminoindane (7.49 g) was prepared from (±)cis-1-(3,4-dichlorobenzyl)-2-aminoindane (Preparation 2, Method B, 13.95 g) as described in Preparations 3-5 , and then converted into the single enantiomers (+)cis-1-(3,4-dichlorobenzyl)-2-methylaminoindane hydrochloride(E1) and (-)cis-1-(3,4-dichlorobenzyl)-2-methylaminoindane hydrochloride(E2) as described above. In each case chiral purity was greater than 99.5% as judged by chiral HPLC analysis (Column: CHIRALPAK...